This data is from the Open Reaction Database (ORD), a public repository of structured organic reaction records. The task is: describe an organic reaction: reactants, conditions, products, and yield The reactants are [OH-].[Na+] (sodium hydroxide), CO (methanol), C1(=CC=CC=C1)C (toluene), C(C)(=O)SCC(=O)N(C(C[N+](=O)[O-])C)CCCC (2-(acetylthio)-N-butyl-N(1-nitro-2-propyl) acetamide). The solvent is O (water). Product: N(O)=C1SCC(N(C1C)CCCC)=O (2-oximino-3-methyl-4-butyltetrahydro-1,4-thiazin-5-one). RXN SMILES: [OH-].[Na+].CO.C1(C)C=CC=CC=1.C([S:15][CH2:16][C:17]([N:19]([CH2:26][CH2:27][CH2:28][CH3:29])[CH:20]([CH3:25])[CH2:21][N+:22]([O-])=[O:23])=[O:18])(=O)C>O>[N:22](=[C:21]1[CH:20]([CH3:25])[N:19]([CH2:26][CH2:27][CH2:28][CH3:29])[C:17](=[O:18])[CH2:16][S:15]1)[OH:23] |f:0.1|. Procedure details: A solution of 6.8 g of sodium hydroxide, 125 ml of methanol, and 125 ml of toluene was charged to a flask and stirred vigorously while adding 33 g. of 2-(acetylthio)-N-butyl-N(1-nitro-2-propyl) acetamide over a 5-minute period of 30°-40° C. The reaction mixture was stirred at 40° C for 5 hours; then stirred overnight at room temperature. The mixture was stripped of solvents under reduced pressure. The solid residue was dissolved in 500 ml of cold water and the mixture was filtered and the filtra... Starting materials: C(#N)C1=CC(=C(C=C1)C1C(=C(NC=2C(=CNC(C12)=O)C)C)C#N)OC (4-(4-cyano-2-methoxyphenyl)-2,8-dimethyl-5-oxo-1,4,5,6-tetrahydro-1,6-naphthyridine-3-carbonitrile), C(OCC)(OCC)OCC (triethyl orthoformate). The reagents and catalysts are S(O)(O)(=O)=O (sulfuric acid). Reaction conditions: temperature 140 celsius. Product: C(#N)C1=CC(=C(C=C1)C1C(=C(NC2=C(C=NC(=C12)OCC)C)C)C#N)OC (4-(4-Cyano-2-methoxyphenyl)-5-ethoxy-2,8-dimethyl-1,4-dihydro-1,6-naphthyridine-3-carbonitrile). RXN SMILES: [C:1]([C:3]1[CH:8]=[CH:7][C:6]([CH:9]2[C:18]3[C:17](=[O:19])[NH:16][CH:15]=[C:14]([CH3:20])[C:13]=3[NH:12][C:11]([CH3:21])=[C:10]2[C:22]#[N:23])=[C:5]([O:24][CH3:25])[CH:4]=1)#[N:2].C(OCC)(OCC)O[CH2:28][CH3:29]>S(=O)(=O)(O)O>[C:1]([C:3]1[CH:8]=[CH:7][C:6]([CH:9]2[C:18]3[C:13](=[C:14]([CH3:20])[CH:15]=[N:16][C:17]=3[O:19][CH2:28][CH3:29])[NH:12][C:11]([CH3:21])=[C:10]2[C:22]#[N:23])=[C:5]([O:24][CH3:25])[CH:4]=1)#[N:2]. Procedure details: 3620 mg (10.83 mmol) of 4-(4-cyano-2-methoxyphenyl)-2,8-dimethyl-5-oxo-1,4,5,6-tetrahydro-1,6-naphthyridine-3-carbonitrile are suspended in 150 ml (901 mmol) of anhydrous triethyl orthoformate. The reaction mixture is heated to 140° C. Then 10 drops of concentrated sulfuric acid are added each hour. After complete reaction has been detected (analytical HPLC; reaction time about 36 h), the reaction mixture is cooled to room temperature and the precipitated product is filtered off. The precipitate...